Dataset: the Open Reaction Database (ORD), a public repository of structured organic reaction records. Task: describe an organic reaction: reactants, conditions, products, and yield The reactants are Brc1ncccn1, O=C([O-])[O-], CN(C)C=O, Cc1nnc(C2CCNCC2)o1, Cl, [K+], [K+]. Yields the product Cc1nnc(C2CCN(c3ncccn3)CC2)o1. Reaction SMILES: [Br:14][c:15]1[n:16][cH:17][cH:18][cH:19][n:20]1.[C:21](=[O:22])([O-:23])[O-:24].[CH3:27][N:28]([CH3:29])[CH:30]=[O:31].[CH3:2][c:3]1[n:4][n:5][c:6]([CH:8]2[CH2:9][CH2:10][NH:11][CH2:12][CH2:13]2)[o:7]1.[ClH:1].[K+:25].[K+:26]>>[CH3:2][c:3]1[n:4][n:5][c:6]([CH:8]2[CH2:9][CH2:10][N:11]([c:15]3[n:16][cH:17][cH:18][cH:19][n:20]3)[CH2:12][CH2:13]2)[o:7]1. Starting materials: COC(=O)Cc1cccc(OCCCBr)c1, CC#N, CC(CNCc1cccc(C(F)(F)F)c1Cl)c1ccccc1. Yields the product COC(=O)Cc1cccc(OCCCN(Cc2cccc(C(F)(F)F)c2Cl)CC(C)c2ccccc2)c1. As a reaction SMILES: [CH3:1][O:2][C:3]([CH2:4][c:5]1[cH:6][c:7]([O:11][CH2:12][CH2:13][CH2:14][Br:15])[cH:8][cH:9][cH:10]1)=[O:16].[CH3:39][C:40]#[N:41].[Cl:17][c:18]1[c:19]([CH2:20][NH:21][CH2:22][CH:23]([CH3:24])[c:25]2[cH:26][cH:27][cH:28][cH:29][cH:30]2)[cH:31][cH:32][cH:33][c:34]1[C:35]([F:36])([F:37])[F:38]>>[CH3:1][O:2][C:3]([CH2:4][c:5]1[cH:6][c:7]([O:11][CH2:12][CH2:13][CH2:14][N:21]([CH2:20][c:19]2[c:18]([Cl:17])[c:34]([C:35]([F:36])([F:37])[F:38])[cH:33][cH:32][cH:31]2)[CH2:22][CH:23]([CH3:24])[c:25]2[cH:26][cH:27][cH:28][cH:29][cH:30]2)[cH:8][cH:9][cH:10]1)=[O:16].